Dataset: the Open Reaction Database (ORD), a public repository of structured organic reaction records. Task: describe an organic reaction: reactants, conditions, products, and yield Reactants: 1,1′-(azocarbonyl)-dipiperidine, C1(CC1)C1=C(N(N=N1)C1=C(C=CC=C1Cl)Cl)CO ([5-cyclopropyl-3-(2,6-dichloro-phenyl)-3H-[1,2,3]triazol-4-yl]-methanol), COC(=O)C1=NN(C2=CC(=CC=C12)C1=C(C=C(C=C1)O)C)C(C)C (6-(4-hydroxy-2-methyl-phenyl)-1-isopropyl-1H-indazole-3-carboxylic acid methyl ester), C(CCC)P(CCCC)CCCC (Tri-n-butyl phosphine). Run in C1(=CC=CC=C1)C (toluene). Run at time 18 hour. Yields the product COC(=O)C1=NN(C2=CC(=CC=C12)C1=C(C=C(C=C1)OCC=1N(N=NC1C1CC1)C1=C(C=CC=C1Cl)Cl)C)C(C)C (6-{4-[5-Cyclopropyl-3-(2,6-dichloro-phenyl)-3H-[1,2,3]triazol-4-ylmethoxy]-2-methyl-phenyl}-1-isopropyl-1H-indazole-3-carboxylic acid methyl ester). Isolated yield 30.0%. Reaction SMILES: [CH:1]1([C:4]2[N:8]=[N:7][N:6]([C:9]3[C:14]([Cl:15])=[CH:13][CH:12]=[CH:11][C:10]=3[Cl:16])[C:5]=2[CH2:17][OH:18])[CH2:3][CH2:2]1.[CH3:19][O:20][C:21]([C:23]1[C:31]2[C:26](=[CH:27][C:28]([C:32]3[CH:37]=[CH:36][C:35](O)=[CH:34][C:33]=3[CH3:39])=[CH:29][CH:30]=2)[N:25]([CH:40]([CH3:42])[CH3:41])[N:24]=1)=[O:22].C(P(CCCC)CCCC)CCC>C1(C)C=CC=CC=1>[CH3:19][O:20][C:21]([C:23]1[C:31]2[C:26](=[CH:27][C:28]([C:32]3[CH:37]=[CH:36][C:35]([O:18][CH2:17][C:5]4[N:6]([C:9]5[C:14]([Cl:15])=[CH:13][CH:12]=[CH:11][C:10]=5[Cl:16])[N:7]=[N:8][C:4]=4[CH:1]4[CH2:3][CH2:2]4)=[CH:34][C:33]=3[CH3:39])=[CH:29][CH:30]=2)[N:25]([CH:40]([CH3:42])[CH3:41])[N:24]=1)=[O:22]. Procedure: Nitrogen is bubbled through a solution of [5-cyclopropyl-3-(2,6-dichloro-phenyl)-3H-[1,2,3]triazol-4-yl]-methanol (0.23 g, 0.80 mmol) and 6-(4-hydroxy-2-methyl-phenyl)-1-isopropyl-1H-indazole-3-carboxylic acid methyl ester (0.2 g, 0.62 mmol) in toluene (10 mL) for 10 minutes. Tri-n-butyl phosphine (0.21 mL, 1.05 mmol) is added. Nitrogen is bubbled for an additional 10 min followed by addition of 1,1′-(azocarbonyl)-dipiperidine (0.27 g, 1.05 mmol). The reaction is stirred at room temperature for ... The reactants are C(C)(=O)OC(C)=O (acetic anhydride), C1(CC1)CN1C(N=C(C2=C1SC=C2)C2=CC=CC=C2)=O (1-cyclopropylmethyl-4-phenyl-1,2-dihydrothieno[2,3-d]pyrimidin-2-one), C(C)(=O)OC(C)=O (acetic anhydride), N (ammonia), [N+](=O)(O)[O-] (nitric acid). Run at time 48 hour. Yields the product C1(CC1)CN1C(N=C(C2=C1SC(=C2)[N+](=O)[O-])C2=CC=CC=C2)=O (1-cyclopropylmethyl-4-phenyl-6-nitro-1,2-dihydrothieno[2,3-d]pyrimidin-2-one). Reaction SMILES: [CH:1]1([CH2:4][N:5]2[C:10]3[S:11][CH:12]=[CH:13][C:9]=3[C:8]([C:14]3[CH:19]=[CH:18][CH:17]=[CH:16][CH:15]=3)=[N:7][C:6]2=[O:20])[CH2:3][CH2:2]1.C(OC(=O)C)(=O)C.[N+:28]([O-])([OH:30])=[O:29].N>>[CH:1]1([CH2:4][N:5]2[C:10]3[S:11][C:12]([N+:28]([O-:30])=[O:29])=[CH:13][C:9]=3[C:8]([C:14]3[CH:15]=[CH:16][CH:17]=[CH:18][CH:19]=3)=[N:7][C:6]2=[O:20])[CH2:2][CH2:3]1. Procedure: To a suspension of 380 mg of 1-cyclopropylmethyl-4-phenyl-1,2-dihydrothieno[2,3-d]pyrimidin-2-one and 1.2 ml of acetic anhydride is added 380 mg of fuming nitric acid (d = 1.50) is 1.20 ml of acetic anhydride. The reaction mixture is stirred for 48 hours at room temperature, then neutralized with aqueous ammonia under ice-cooling and extracted with chloroform. The chloroform extracts are washed with water, dried over sodium sulfate and evaporated under reduced pressure to give crystals, which ar... Starting materials: C1=C(c2ccccc2)CCN(CCCCSc2ccncc2)C1, C1=C(c2cccs2)CCN(CCCCSc2ccncc2)C1. Yields the product C1=C(c2ccccc2)CCN(CCCSc2ccncc2)C1. Reaction SMILES: [c:1]1([C:7]2=[CH:12][CH2:11][N:10]([CH2:13][CH2:14][CH2:15][CH2:16][S:17][c:18]3[cH:19][cH:20][n:21][cH:22][cH:23]3)[CH2:9][CH2:8]2)[cH:2][cH:3][cH:4][cH:5][cH:6]1.[n:24]1[cH:25][cH:26][c:27]([S:30][CH2:31][CH2:32][CH2:33][CH2:34][N:35]2[CH2:36][CH:37]=[C:38]([c:39]3[s:40][cH:41][cH:42][cH:43]3)[CH2:44][CH2:45]2)[cH:28][cH:29]1>>[c:1]1([C:7]2=[CH:12][CH2:11][N:10]([CH2:13][CH2:14][CH2:15][S:30][c:27]3[cH:26][cH:25][n:24][cH:29][cH:28]3)[CH2:9][CH2:8]2)[cH:2][cH:3][cH:4][cH:5][cH:6]1. Reactants: C(CCC)C12CC3=CC(=CC=C3C2=C(C(C(C1)(CCC)C)=O)C)OCOC ((2SR,9aRS)-9a-butyl-2,4-dimethyl-7-methoxymethoxy-2-propyl-1,2,9,9a-tetrahydro-3H-fluoren-3-one), Cl (HCl). Solvent: CO (methanol). Reaction conditions: temperature 85 celsius. Product: C(CCC)C12CC3=CC(=CC=C3C2=C(C(C(C1)(CCC)C)=O)C)O ((2SR,9aRS)-9a-butyl-2,4-dimethyl-7-hydroxy-2-propyl-1,2,9,9a-tetrahydro-3H-fluoren-3-one). Reaction SMILES: [CH2:1]([C:5]12[CH2:17][C:16]([CH3:21])([CH2:18][CH2:19][CH3:20])[C:15](=[O:22])[C:14]([CH3:23])=[C:13]1[C:12]1[C:7](=[CH:8][C:9]([O:24]COC)=[CH:10][CH:11]=1)[CH2:6]2)[CH2:2][CH2:3][CH3:4].Cl>CO>[CH2:1]([C:5]12[CH2:17][C:16]([CH3:21])([CH2:18][CH2:19][CH3:20])[C:15](=[O:22])[C:14]([CH3:23])=[C:13]1[C:12]1[C:7](=[CH:8][C:9]([OH:24])=[CH:10][CH:11]=1)[CH2:6]2)[CH2:2][CH2:3][CH3:4]. Procedure details: A solution of (2SR,9aRS)-9a-butyl-2,4-dimethyl-7-methoxymethoxy-2-propyl-1,2,9,9a-tetrahydro-3H-fluoren-3-one (40 mg, 0.11 mmol) in methanol (approx. 0.5-1 mL) was placed under a nitrogen atmosphere and treated with 2N aqueous HCl (0.165 mL, 0.37 mmol). The resulting yellow solution was stirred and heated in an oil bath at 85° C. for 60 minutes. On cooling, the mixture deposited white crystals. The mixture was cooled in an ice bath and filtered. The crystalline product was washed with ice-cold 5... The reactants are CCC1C(=O)N(CC(F)(F)F)c2ccc(F)cc2N1C(=O)c1ccc(OC)cc1, CCC1C(=O)N(C)c2cc(F)ccc2N1C(=O)c1ccc(O)cc1. The product is CCC1C(=O)N(CC(F)(F)F)c2ccc(F)cc2N1C(=O)c1ccc(O)cc1. Reaction SMILES: [CH2:1]([CH3:2])[CH:3]1[C:4](=[O:29])[N:5]([CH2:24][C:25]([F:26])([F:27])[F:28])[c:6]2[cH:7][cH:8][c:9]([F:23])[cH:10][c:11]2[N:12]1[C:13]([c:14]1[cH:15][cH:16][c:17]([O:20][CH3:21])[cH:18][cH:19]1)=[O:22].[CH2:30]([CH:31]1[N:32]([C:33](=[O:34])[c:35]2[cH:36][cH:37][c:38]([OH:39])[cH:40][cH:41]2)[c:42]2[c:43]([cH:44][c:45]([F:46])[cH:47][cH:48]2)[N:49]([CH3:50])[C:51]1=[O:52])[CH3:53]>>[CH2:1]([CH3:2])[CH:3]1[C:4](=[O:29])[N:5]([CH2:24][C:25]([F:26])([F:27])[F:28])[c:6]2[cH:7][cH:8][c:9]([F:23])[cH:10][c:11]2[N:12]1[C:13]([c:14]1[cH:15][cH:16][c:17]([OH:20])[cH:18][cH:19]1)=[O:22]. The reactants are N1=CC(=CC=C1)C=CC(=O)OCC (ethyl 3-[pyrid-3-yl]prop-2-enoate). Reagents/catalysts: [Rh] (rhodium on alumina). The solvent is C(C)O (ethanol). Yields the product N1CC(CCC1)CCC(=O)OCC ((RS) ethyl 3-[piperidin-3-yl]propionate). Isolated yield 62.9%. Reaction SMILES: [N:1]1[CH:6]=[CH:5][CH:4]=[C:3]([CH:7]=[CH:8][C:9]([O:11][CH2:12][CH3:13])=[O:10])[CH:2]=1>C(O)C.[Rh]>[NH:1]1[CH2:6][CH2:5][CH2:4][CH:3]([CH2:7][CH2:8][C:9]([O:11][CH2:12][CH3:13])=[O:10])[CH2:2]1. Procedure: A solution of ethyl 3-[pyrid-3-yl]prop-2-enoate (60 g, 0.34 mol) in ethanol (600 ml) was treated with 5% rhodium on alumina powder (17.2 g). The mixture was placed under a hydrogen atmosphere (55 psi) for five hours at 60° C. The reaction was stopped by removing the hydrogen and the reaciton mixture was filtered through a layer of CELITE™. The residue was washed with hot ethanol. The filtrate was concentrated and purified by flash chromatography to provide 39.6 grams (63%) of the desired title p...